describe an organic reaction: reactants, conditions, products, and yield From a dataset of the Open Reaction Database (ORD), a public repository of structured organic reaction records. The reactants are COC1=CC=C(C(=O)NC2=C(C=CC=C2)C(C2=NC=CC=C2)O)C=C1 (4-methoxy-2'-[hydroxy(2-pyridyl)methyl]benzanilide), I (hydrogen iodide). Product: N1=C(C=CC=C1)CC1=C(NC(C2=CC=C(C=C2)OC)=O)C=CC=C1 (2'-(2-pyridylmethyl)-p-anisanilide). RXN SMILES: [CH3:1][O:2][C:3]1[CH:25]=[CH:24][C:6]([C:7]([NH:9][C:10]2[CH:15]=[CH:14][CH:13]=[CH:12][C:11]=2[CH:16](O)[C:17]2[CH:22]=[CH:21][CH:20]=[CH:19][N:18]=2)=[O:8])=[CH:5][CH:4]=1.I>>[N:18]1[CH:19]=[CH:20][CH:21]=[CH:22][C:17]=1[CH2:16][C:11]1[CH:12]=[CH:13][CH:14]=[CH:15][C:10]=1[NH:9][C:7](=[O:8])[C:6]1[CH:24]=[CH:25][C:3]([O:2][CH3:1])=[CH:4][CH:5]=1. Procedure: Treatment of 4-methoxy-2'-[hydroxy(2-pyridyl)methyl]benzanilide with hydrogen iodide according to the procedure of Miller, et al., J. Org. Chem., 24, 1364 (1959) provides 2'-(2-pyridylmethyl)-p-anisanilide, m.p. 130.5°-131.5° C. (corr.), from methanol.